Dataset: the Open Reaction Database (ORD), a public repository of structured organic reaction records. Task: describe an organic reaction: reactants, conditions, products, and yield Starting materials: Nc1nc(Cl)c(-c2ccc(Cl)cc2)cc1C(=O)O, [Na+], [OH-], O, O=S(=O)(O)O. The product is Nc1ccc(-c2ccc(Cl)cc2)c(Cl)n1. RXN SMILES: [NH2:1][c:2]1[n:3][c:4]([Cl:18])[c:5](-[c:11]2[cH:12][cH:13][c:14]([Cl:17])[cH:15][cH:16]2)[cH:6][c:7]1[C:8]([OH:9])=[O:10].[Na+:25].[OH-:24].[OH2:26].[S:19](=[O:20])(=[O:21])([OH:22])[OH:23]>>[NH2:1][c:2]1[n:3][c:4]([Cl:18])[c:5](-[c:11]2[cH:12][cH:13][c:14]([Cl:17])[cH:15][cH:16]2)[cH:6][cH:7]1. The reactants are C=CC(=O)OC, C[O-], COP(O)C(C)NC(=O)OCc1ccccc1, CO, Cl, [Na+]. Yields the product COC(=O)CCP(=O)(OC)C(C)NC(=O)OCc1ccccc1. As a reaction SMILES: [C:21]([CH:22]=[CH2:23])(=[O:24])[O:25][CH3:26].[CH3:18][O-:19].[CH3:1][O:2][P:3]([OH:4])[CH:5]([CH3:6])[NH:7][C:8](=[O:9])[O:10][CH2:11][c:12]1[cH:13][cH:14][cH:15][cH:16][cH:17]1.[CH3:27][OH:28].[ClH:29].[Na+:20]>>[CH3:1][O:2][P:3](=[O:4])([CH:5]([CH3:6])[NH:7][C:8](=[O:9])[O:10][CH2:11][c:12]1[cH:13][cH:14][cH:15][cH:16][cH:17]1)[CH2:23][CH2:22][C:21](=[O:24])[O:25][CH3:26]. Reactants: FC1=C(C=C(C=C1)F)[C@@H]1N(CCC1)C=1C=CC=2N(N1)C(=CN2)N ((R)-6-(2-(2,5-difluorophenyl)pyrrolidin-1-yl)imidazo[1,2-b]pyridazin-3-amine), C(C)(=O)OC(C)=O (acetic anhydride), N1=CC=CC=C1 (pyridine). Run in C(Cl)Cl (DCM). Reaction conditions: time 1 hour. Product: FC1=C(C=C(C=C1)F)[C@@H]1N(CCC1)C=1C=CC=2N(N1)C(=CN2)NC(C)=O ((R)—N-(6-(2-(2,5-difluorophenyl)pyrrolidin-1-yl)imidazo[1,2-b]pyridazin-3-yl)acetamide). Yield: 88.4%. Reaction SMILES: [F:1][C:2]1[CH:7]=[CH:6][C:5]([F:8])=[CH:4][C:3]=1[C@H:9]1[CH2:13][CH2:12][CH2:11][N:10]1[C:14]1[CH:15]=[CH:16][C:17]2[N:18]([C:20]([NH2:23])=[CH:21][N:22]=2)[N:19]=1.[C:24](OC(=O)C)(=[O:26])[CH3:25].N1C=CC=CC=1>C(Cl)Cl>[F:1][C:2]1[CH:7]=[CH:6][C:5]([F:8])=[CH:4][C:3]=1[C@H:9]1[CH2:13][CH2:12][CH2:11][N:10]1[C:14]1[CH:15]=[CH:16][C:17]2[N:18]([C:20]([NH:23][C:24](=[O:26])[CH3:25])=[CH:21][N:22]=2)[N:19]=1. Procedure: To a DCM (0.1 mL) solution of (R)-6-(2-(2,5-difluorophenyl)pyrrolidin-1-yl)imidazo[1,2-b]pyridazin-3-amine (Preparation B; 6 mg, 0.019 mmol) cooled in an ice bath was added acetic anhydride (2.1 mg, 0.021 mmol), followed by pyridine (2 mg, 0.025 mmol). The reaction was warmed to ambient temperature and stirred for 1 hour before it was concentrated and directly purified by reverse-phase column chromatography, eluting with 5 to 60% acetonitrile/water to yield (R)—N-(6-(2-(2,5-difluorophenyl)pyrrol... Starting materials: C(C)(C)C1=NN(C2=CC=CC(=C12)N1C=NC(=C1)C=1C=NC=CC1)C1=C(C=C(C#N)C=C1)[N+](=O)[O-] (4-(3-Isopropyl-4-(4-(pyridin-3-yl)-1H-imidazol-1-yl)-1H-indazol-1-yl)-3-nitrobenzonitrile), [Cl-].[NH4+] (ammonium chloride). Reagents/catalysts: [Fe] (iron). Run in C1CCOC1 (THF), CO (methanol), O (water). Reaction conditions: temperature 80 celsius. Product: NC=1C=C(C#N)C=CC1N1N=C(C2=C(C=CC=C12)N1C=NC(=C1)C=1C=NC=CC1)C(C)C (3-Amino-4-(3-isopropyl-4-(4-(pyridin-3-yl)-1H-imidazol-1-yl)-1H-indazol-1-yl)benzonitrile). Yield: 88.9%. Reaction SMILES: [CH:1]([C:4]1[C:12]2[C:7](=[CH:8][CH:9]=[CH:10][C:11]=2[N:13]2[CH:17]=[C:16]([C:18]3[CH:19]=[N:20][CH:21]=[CH:22][CH:23]=3)[N:15]=[CH:14]2)[N:6]([C:24]2[CH:31]=[CH:30][C:27]([C:28]#[N:29])=[CH:26][C:25]=2[N+:32]([O-])=O)[N:5]=1)([CH3:3])[CH3:2].[Cl-].[NH4+]>C1COCC1.CO.O.[Fe]>[NH2:32][C:25]1[CH:26]=[C:27]([CH:30]=[CH:31][C:24]=1[N:6]1[C:7]2[C:12](=[C:11]([N:13]3[CH:17]=[C:16]([C:18]4[CH:19]=[N:20][CH:21]=[CH:22][CH:23]=4)[N:15]=[CH:14]3)[CH:10]=[CH:9][CH:8]=2)[C:4]([CH:1]([CH3:3])[CH3:2])=[N:5]1)[C:28]#[N:29] |f:1.2|. Procedure: A solution of compound (10a) (470 mg), iron powder (584 mg) and ammonium chloride (470 mg) in THF (3.5 mL), methanol (3.5 mL) and water (3.5 mL) was stirred under heating at 80° C. for 2 hours. After completion of the reaction, the reaction solution was allowed to standing still for cooling, filtered, and the filtrate was concentrated. Water was added to the obtained residue to precipitate a solid, which was collected by filtration and dried to obtain compound (10b) (390 mg, yield 89%) as a milk... Starting materials: C(C1=CC=CC=C1)OC(=O)N[C@@H](CC(=O)O)C(=O)O (N-benzyloxycarbonyl-L-aspartic acid), COC([C@@H](N)CC1=CC=CC=C1)=O (L-phenylalanine methyl ester). Product: COC([C@@H](NC([C@@H](NC(=O)OCC1=CC=CC=C1)CC(O)=O)=O)CC1=CC=CC=C1)=O (N-benzyloxycarbonyl-α-L-aspartyl-L-phenylalanine methyl ester). RXN SMILES: [CH2:1]([O:8][C:9]([NH:11][C@H:12]([C:17]([OH:19])=O)[CH2:13][C:14]([OH:16])=[O:15])=[O:10])[C:2]1[CH:7]=[CH:6][CH:5]=[CH:4][CH:3]=1.[CH3:20][O:21][C:22](=[O:32])[C@H:23]([CH2:25][C:26]1[CH:31]=[CH:30][CH:29]=[CH:28][CH:27]=1)[NH2:24]>>[CH3:20][O:21][C:22](=[O:32])[C@H:23]([CH2:25][C:26]1[CH:31]=[CH:30][CH:29]=[CH:28][CH:27]=1)[NH:24][C:17](=[O:19])[C@H:12]([CH2:13][C:14](=[O:15])[OH:16])[NH:11][C:9]([O:8][CH2:1][C:2]1[CH:3]=[CH:4][CH:5]=[CH:6][CH:7]=1)=[O:10]. Procedure details: condensing the N-benzyloxycarbonyl-L-aspartic acid with the L-phenylalanine methyl ester through the action of the papain at a temperature of between 25° C. and 49° C to yield N-benzyloxycarbonyl-α-L-aspartyl-L-phenylalanine methyl ester; and Reactants: BrC=1C=C(C(=NC1)O)Cl (5-bromo-3-chloro-2-hydroxypyridine), P(Br)(Br)Br (phosphorus tribromide), ice water. Reaction conditions: time 2 hour. Yields the product ClC=1C(=NC=C(C1)Br)Br (3-chloro-2,5-dibromopyridine). As a reaction SMILES: [Br:1][C:2]1[CH:3]=[C:4]([Cl:9])[C:5](O)=[N:6][CH:7]=1.P(Br)(Br)[Br:11]>>[Cl:9][C:4]1[C:5]([Br:11])=[N:6][CH:7]=[C:2]([Br:1])[CH:3]=1. Procedure: 36.0 g (172.7 mmol) of 5-bromo-3-chloro-2-hydroxypyridine are stirred at 160° C. for 6 hours in 320 ml of phosphorus tribromide. The reaction mixture is cooled to room temperature and poured carefully into ice water. After 2 hours, the mixture is extracted three times with 500 ml of dichloromethane in each case. The combined organic phases are washed with sodium bicarbonate solution until neutral, dried over Na2SO4 and filtered, and the filtrate is evaporated to dryness. Chromatographic purifica... The solvent is CO (methanol), CN(C=O)C (dimethylformamide). Product: NC[C@H]1C[C@H](CC1)C(=O)O (cis-3-aminomethylcyclopentanecarboxylic acid). The reactants are N(=[N+]=[N-])C[C@H]1C[C@H](CC1)C(=O)O (cis-3-azidomethylcyclopentancarboxylic acid), ClCCl (dichloromethane). The reagents and catalysts are [Pd] (Pd on carbon). Reported procedure: A mixture of cis-3-azidomethylcyclopentancarboxylic acid (0.9 g, 5.3 mmol) in methanol (about 30 mL) was hydrogenated at about 50 psi and room temperature in the presence of 10% Pd on carbon (about 40 mg) for about 1 h. The catalyst was removed by filtration and the filtrate concentrated to give a syrup. When the syrup was dissolved in dimethylformamide and dichloromethane for acetylation (next step), formation of some white precipitate occurred. The precipitate was collected by filtration, wash... Reaction SMILES: [N:1]([CH2:4][C@@H:5]1[CH2:9][CH2:8][C@H:7]([C:10]([OH:12])=[O:11])[CH2:6]1)=[N+]=[N-].ClCCl>CO.CN(C)C=O.[Pd]>[NH2:1][CH2:4][C@@H:5]1[CH2:9][CH2:8][C@H:7]([C:10]([OH:12])=[O:11])[CH2:6]1. Starting materials: product, O.C1(=CC=C(C=C1)S(=O)(=O)O)C (p-toluenesulfonic acid monohydrate), C([O-])([O-])=O.[K+].[K+] (potassium carbonate). Solvent: C1(=CC=CC=C1)C (toluene). Conditions: time 30 minute. The product is CCC(CCCCC)=O (OCTAN-3-ONE). Yield: 68.0%. RXN SMILES: [OH2:1].[C:2]1([CH3:12])[CH:7]=[CH:6][C:5](S(O)(=O)=O)=[CH:4][CH:3]=1.[C:13](=O)([O-])[O-].[K+].[K+]>C1(C)C=CC=CC=1>[CH3:13][CH2:3][C:4](=[O:1])[CH2:5][CH2:6][CH2:7][CH2:2][CH3:12] |f:0.1,2.3.4|. Procedure: A solution of the product obtained in Example IV (2.7 g, 0.017 mol) and p-toluenesulfonic acid monohydrate (0.023) g, 0.12 mmol) in dry toluene (200 ml) was allowed to reflux through a Soxhlet extractor for 2 hours. The Soxhlet thimble was charged with Type 4 A molecular sieves (16 g). After the solution was cooled to room temperature, anhydrous potassium carbonate (5 g, 0.036 mol) was added to the solution, and the mixture was stirred at room temperature for 30 min. The mixture was filtered and...